This data is from the Open Reaction Database (ORD), a public repository of structured organic reaction records. The task is: describe an organic reaction: reactants, conditions, products, and yield The reagents and catalysts are [OH-].[OH-].[Pd+2] (Pd(OH)2). The reactants are C(C1=CC=CC=C1)N1CCC(CC1)(N1CCN(CC1)C1CC1)CNC(C(F)(F)F)=O (N-((1-benzyl-4-(4-cyclopropylpiperazin-1-yl)-piperidin-4-yl)methyl)-2,2,2-trifluoroacetamide), C(C)(=O)O (acetic acid), [H][H] (hydrogen). The yield is 90.0%. RXN SMILES: C([N:8]1[CH2:13][CH2:12][C:11]([CH2:23][NH:24][C:25](=[O:30])[C:26]([F:29])([F:28])[F:27])([N:14]2[CH2:19][CH2:18][N:17]([CH:20]3[CH2:22][CH2:21]3)[CH2:16][CH2:15]2)[CH2:10][CH2:9]1)C1C=CC=CC=1.C(O)(=O)C.[H][H]>CO.[OH-].[OH-].[Pd+2]>[CH:20]1([N:17]2[CH2:18][CH2:19][N:14]([C:11]3([CH2:23][NH:24][C:25](=[O:30])[C:26]([F:27])([F:29])[F:28])[CH2:12][CH2:13][NH:8][CH2:9][CH2:10]3)[CH2:15][CH2:16]2)[CH2:21][CH2:22]1 |f:4.5.6|. Product: C1(CC1)N1CCN(CC1)C1(CCNCC1)CNC(C(F)(F)F)=O (N-((4-(4-Cyclopropylpiperazin-1-yl)piperidin-4-yl)methyl)-2,2,2-trifluoroacetamide). Run in CO (methanol). Procedure details: Through a solution of N-((1-benzyl-4-(4-cyclopropylpiperazin-1-yl)-piperidin-4-yl)methyl)-2,2,2-trifluoroacetamide (5.4 mmol) in methanol (30 ml) was passed argon gas for 10 min. Then acetic acid (855 μl) and Pd(OH)2 (40% by weight) were added to the reaction mixture and it was stirred at room temperature for 16 h under an atmosphere of H2 by using a hydrogen balloon. The reaction mixture was filtered through celite and the filtrate was concentrated to dryness to yield the desired product which ... Reaction conditions: time 16 hour. Product: FC1=C(OC2=C(C=C3CCCC3=C2)NS(=O)(=O)C)C=CC(=C1)F (N-[6-(2,4-difluorophenoxy)-5-indanyl]methanesulfonamide). Procedure details: At 0° C., 13.1 g of 6-(2,4-difluorophenoxy)-5-indanylamine in 60 ml of pyridine was combined with 4.0 ml of methanesulfonyl chloride. After 3 hours at 0° C. and 16 hours at 20° C., the mixture was concentrated, the residue was taken up in chloroform, the solution was washed with 1N hydrochloric acid, and concentrated. Recrystallization of the residue from ethanol yielded 8.1 g of N-[6-(2,4-difluorophenoxy)-5-indanyl]methanesulfonamide, mp 85°-87° C. Run in N1=CC=CC=C1 (pyridine). As a reaction SMILES: [F:1][C:2]1[CH:18]=[C:17]([F:19])[CH:16]=[CH:15][C:3]=1[O:4][C:5]1[CH:13]=[C:12]2[C:8]([CH2:9][CH2:10][CH2:11]2)=[CH:7][C:6]=1[NH2:14].[CH3:20][S:21](Cl)(=[O:23])=[O:22]>N1C=CC=CC=1>[F:1][C:2]1[CH:18]=[C:17]([F:19])[CH:16]=[CH:15][C:3]=1[O:4][C:5]1[CH:13]=[C:12]2[C:8]([CH2:9][CH2:10][CH2:11]2)=[CH:7][C:6]=1[NH:14][S:21]([CH3:20])(=[O:23])=[O:22]. The reactants are FC1=C(OC2=C(C=C3CCCC3=C2)N)C=CC(=C1)F (6-(2,4-difluorophenoxy)-5-indanylamine), CS(=O)(=O)Cl (methanesulfonyl chloride). Run at time 3 hour. Reactants: BrC1C(=O)OCC1 (α-Bromobutyrolactone), FC1=CC=C(C=C1)O (4-fluorophenol), C([O-])([O-])=O.[Cs+].[Cs+] (caesium carbonate). The solvent is CC(=O)C (acetone). Product: FC1=CC=C(OC2C(OCC2)=O)C=C1 (3-(4-fluorophenoxy)dihydrofuran-2-one), oil. The yield is 87.0%. RXN SMILES: Br[CH:2]1[CH2:7][CH2:6][O:5][C:3]1=[O:4].[F:8][C:9]1[CH:14]=[CH:13][C:12]([OH:15])=[CH:11][CH:10]=1.C(=O)([O-])[O-].[Cs+].[Cs+]>CC(C)=O>[F:8][C:9]1[CH:14]=[CH:13][C:12]([O:15][CH:2]2[CH2:7][CH2:6][O:5][C:3]2=[O:4])=[CH:11][CH:10]=1 |f:2.3.4|. Reported procedure: α-Bromobutyrolactone (12.4 g, 0.075 mol) is added to a mixture of 4-fluorophenol (5.6 g, 0.05 mol) and caesium carbonate (17.9 g, 0.055 mol) in acetone (100 ml). The reaction medium is refluxed for two hours. After cooling to room temperature, the reaction is filtered through a bed of Celite and the filtrate is evaporated. The oily residue is purified by flash chromatography (1/2 EtOAc/heptane) to give the expected product in the form of an oil (9.8 g, 87%). The reactants are C(C)(C)(C)OC(=O)N1CC[N+](CC1)(C1=CC(=CC=C1)N1C(C2=C(N3CCC[C@H]3C1)N=C(N=C2)NCC)=O)[O-] ((S)-4-tert-butoxycarbonyl-1-[3-(9-ethylamino-6-oxo-2,3,3a,4-tetrahydro-1H,6H-5,8,10,10b-tetraazabenzo[e]azulen-5-yl)phenyl]piperazine-1-oxide), [H][H] (hydrogen). Reagents/catalysts: [Pd] (palladium-on-carbon). Solvent: C(C)O (ethanol). Yields the product C(C)(C)(C)OC(=O)N1CCN(CC1)C=1C=C(C=CC1)N1C(C2=C(N3CCC[C@H]3C1)N=C(N=C2)NCC)=O ((S)-5-[3-(4-tert-butoxycarbonylpiperazine-1-yl)phenyl]-9-ethylamino-1,2,3,3a,4,5-hexahydro-5,8,10,10b-tetraazabenzo[e]azulen-6-one). Isolated yield 71.8%. RXN SMILES: [C:1]([O:5][C:6]([N:8]1[CH2:13][CH2:12][N+:11]([O-])([C:14]2[CH:19]=[CH:18][CH:17]=[C:16]([N:20]3[CH2:29][C@H:28]4[N:24]([CH2:25][CH2:26][CH2:27]4)[C:23]4[N:30]=[C:31]([NH:34][CH2:35][CH3:36])[N:32]=[CH:33][C:22]=4[C:21]3=[O:37])[CH:15]=2)[CH2:10][CH2:9]1)=[O:7])([CH3:4])([CH3:3])[CH3:2].[H][H]>C(O)C.[Pd]>[C:1]([O:5][C:6]([N:8]1[CH2:13][CH2:12][N:11]([C:14]2[CH:15]=[C:16]([N:20]3[CH2:29][C@H:28]4[N:24]([CH2:25][CH2:26][CH2:27]4)[C:23]4[N:30]=[C:31]([NH:34][CH2:35][CH3:36])[N:32]=[CH:33][C:22]=4[C:21]3=[O:37])[CH:17]=[CH:18][CH:19]=2)[CH2:10][CH2:9]1)=[O:7])([CH3:4])([CH3:3])[CH3:2]. Procedure details: (S)-4-Tert-butoxycarbonyl-1-[3-(9-ethylamino-6-oxo-2,3,3a,4-tetrahydro-1H,6H-5,8,10,10b-tetraazabenzo[e]azulen-5-yl)phenyl]piperazine-1-oxide (0.338 g, 0.645 mmol) obtained in Step 2 was dissolved in ethanol (10 mL), and the mixture was stirred for 1.5 hours under a stream of hydrogen gas after adding 10% palladium-on-carbon (137 mg, 0.0646 mmol). The mixture was filtered through sellite, and the filtrate was concentrated to give (S)-5-[3-(4-tert-butoxycarbonylpiperazine-1-yl)phenyl]-9-ethylamin... The reactants are OS(=O)(=O)O (H2SO4), S1C(=C(C=C1)C(CCCCC)(CCCCC)O)C=1SC=CC1 (6-([2,2′-bithiophen]-3-yl)undecan-6-ol), C(Cl)Cl (CH2Cl2). The solvent is O (water). Yields the product C(CCCC)C1(C2=C(SC=C2)C=2SC=CC21)CCCCC (4,4-Dipentyl-4H-cyclopenta[1,2-b:5,4-b′]dithiophene). RXN SMILES: OS(O)(=O)=O.[S:6]1[CH:10]=[CH:9][C:8]([C:11](O)([CH2:17][CH2:18][CH2:19][CH2:20][CH3:21])[CH2:12][CH2:13][CH2:14][CH2:15][CH3:16])=[C:7]1[C:23]1[S:24][CH:25]=[CH:26][CH:27]=1.C(Cl)Cl>O>[CH2:12]([C:11]1([CH2:17][CH2:18][CH2:19][CH2:20][CH3:21])[C:27]2[CH:26]=[CH:25][S:24][C:23]=2[C:7]2[S:6][CH:10]=[CH:9][C:8]1=2)[CH2:13][CH2:14][CH2:15][CH3:16]. Reported procedure: H2SO4 (0.61 mL) was added dropwise to 6-([2,2′-bithiophen]-3-yl)undecan-6-ol (IIu) (0.33 g, 0.98 mmol) under stirring at room temperature. After stirring for 12 h, CH2Cl2 (15 mL) and water (15 mL) were added. The organic layer was separated and the aqueous layer was extracted with CH2Cl2. The combined organic extracts were successively washed with saturated NaHCO3 and brine. After drying over magnesium sulfate, the solvent was removed in vacuo. The crude oil was purified with column chromatograp... Reactants: [N+](=O)([O-])C1=CC=C(C=C1)C (p-nitrotoluene), C(C)#N (acetonitrile), CN(C=O)C (N, N-dimethylformamide). Yields the product NC1=CC=C(C=O)C=C1 (p-aminobenzaldehyde). As a reaction SMILES: [N+:1]([C:4]1[CH:9]=[CH:8][C:7]([CH3:10])=[CH:6][CH:5]=1)([O-])=O.C(#N)C.CN(C)C=[O:17]>>[NH2:1][C:4]1[CH:9]=[CH:8][C:7]([CH:10]=[O:17])=[CH:6][CH:5]=1. Procedure: The procedure of Example 1 was followed except that 2.3 g (3.4 wt.% of the p-nitrotoluene) of acetonitrile were substituted for the N, N-dimethylformamide, to obtain 37.7 g (0.312 mol) of p-aminobenzaldehyde and then obtain 38.5 g (0.315 mol) of p-hydroxybenzaldehyde. Reactants: C1(=CC=CC=C1)C (toluene), C(C=C)N1C[C@@H](N(C[C@H]1C)C(=O)OCC)C (Ethyl trans-4-allyl-2,5-dimethyl-1-piperazinecarboxylate), [OH-].[K+] (potassium hydroxide), C(=O)=O (Carbon dioxide). Solvent: C(C)O (ethanol). Run at temperature 100 celsius. Product: C(C=C)N1C(CNC(C1)C)C (1-allyl-2,5-dimethylpiperazine). Reaction SMILES: [CH2:1]([N:4]1[C@H:9]([CH3:10])[CH2:8][N:7](C(OCC)=O)[C@@H:6]([CH3:16])[CH2:5]1)[CH:2]=[CH2:3].[OH-].[K+].C(=O)=O.C1(C)C=CC=CC=1>C(O)C>[CH2:1]([N:4]1[CH2:5][CH:6]([CH3:16])[NH:7][CH2:8][CH:9]1[CH3:10])[CH:2]=[CH2:3] |f:1.2|. Reported procedure: Ethyl trans-4-allyl-2,5-dimethyl-1-piperazinecarboxylate (630 g, 2.78 mol) was added to a solution of 87% potassium hydroxide pellets (2970 g, 46 mol) in 4300 mL of 95% ethanol and heated at reflux for 1.5 hours. Carbon dioxide evolution was observed for the first 0.5-1 hour of heating. The reaction was cooled below reflux temperature and 2000 mL of toluene was carefully added. Ethanol was removed by azeotropic distillation at 105° C., while adding an additional 4000 mL of toluene to the reactio... The reactants are N#CC1=CC=C(Cl)C(Cl)=C1. The reagents and catalysts are N=1C=CC(=CC1C=2N=CC=C(C2)C(C)(C)C)C(C)(C)C, O1BOC(C)(C)C1(C)C, C[OH2+].C[OH2+].C1CC=CCCC=C1.C1CC=CCCC=C1.[Ir].[Ir]. The solvent is O1CCCC1. Run at temperature 25 celsius, time 18 hour. Product: N#CC1=CC(Cl)=C(Cl)C=C1B2OC(C)(C)C(O2)(C)C, N#CC1=CC(Cl)=C(Cl)C(=C1)B2OC(C)(C)C(O2)(C)C. The yield is 17.0%. The reactants are O=S1(N(CCC1)C(C)(C)C1=CC=C(C(=O)O)C=C1)=O (4-[1-(1,1-dioxo-1λ6-isothiazolidin-2-yl)-1-methylethyl]benzoic acid), CC=1C(=NC=C(C1)C)N1CCNCC1 (1-(3,5-dimethylpyridin-2-yl)piperazine). The product is CC=1C(=NC=C(C1)C)N1CCN(CC1)C(=O)C1=CC=C(C=C1)C(C)(C)N1S(CCC1)(=O)=O ([4-(3,5-dimethylpyridin-2-yl)piperazin-1-yl] {4-[1-(1,1-dioxo-1λ6-isothiazolidin-2-yl)-1-methylethyl]phenyl}methanone). The yield is 98.6%. RXN SMILES: [O:1]=[S:2]1(=[O:19])[CH2:6][CH2:5][CH2:4][N:3]1[C:7]([C:10]1[CH:18]=[CH:17][C:13]([C:14]([OH:16])=O)=[CH:12][CH:11]=1)([CH3:9])[CH3:8].[CH3:20][C:21]1[C:22]([N:28]2[CH2:33][CH2:32][NH:31][CH2:30][CH2:29]2)=[N:23][CH:24]=[C:25]([CH3:27])[CH:26]=1>>[CH3:20][C:21]1[C:22]([N:28]2[CH2:29][CH2:30][N:31]([C:14]([C:13]3[CH:12]=[CH:11][C:10]([C:7]([N:3]4[CH2:4][CH2:5][CH2:6][S:2]4(=[O:1])=[O:19])([CH3:8])[CH3:9])=[CH:18][CH:17]=3)=[O:16])[CH2:32][CH2:33]2)=[N:23][CH:24]=[C:25]([CH3:27])[CH:26]=1. Procedure: Using 4-[1-(1,1-dioxo-1λ6-isothiazolidin-2-yl)-1-methylethyl]benzoic acid (170 mg) described in Preparation Example 39 and 1-(3,5-dimethylpyridin-2-yl)piperazine (138 mg) described in Preparation Example 79 and by the reaction and treatment in the same manner as in Example 87, the title compound (270 mg) was obtained.